The task is: describe an organic reaction: reactants, conditions, products, and yield. This data is from the Open Reaction Database (ORD), a public repository of structured organic reaction records. Starting materials: N[C@@H]1[C@@H](CCCC1)NC1=NC=C(C(=N1)NC1=CC=C(C=C1)C1=CC=NO1)C(=O)N (2-((1R,2S)-2-aminocyclohexylamino)-4-(4-(isoxazol-5-yl)phenylamino)pyrimidine-5-carboxamide), O1C(=NN=C1)C1=CC=C(N)C=C1 (4-(1,3,4-oxadiazol-2-yl)aniline). Product: O1C(=NN=C1)C1=CC=C(C=C1)NC1=NC(=NC=C1C(=O)N)N[C@H]1[C@H](CCCC1)N (4-(4-(1,3,4-oxadiazol-2-yl)phenylamino)-2-((1R,2S)-2-aminocyclohexyl amino)pyrimidine-5-carboxamide). Reaction SMILES: [NH2:1][C@H:2]1[CH2:7][CH2:6][CH2:5][CH2:4][C@H:3]1[NH:8][C:9]1[N:14]=[C:13]([NH:15][C:16]2[CH:21]=[CH:20][C:19]([C:22]3[O:26]N=CC=3)=[CH:18][CH:17]=2)[C:12]([C:27]([NH2:29])=[O:28])=[CH:11][N:10]=1.O1C=[N:33][N:32]=[C:31]1C1C=CC(N)=CC=1>>[O:26]1[CH:31]=[N:32][N:33]=[C:22]1[C:19]1[CH:18]=[CH:17][C:16]([NH:15][C:13]2[C:12]([C:27]([NH2:29])=[O:28])=[CH:11][N:10]=[C:9]([NH:8][C@@H:3]3[CH2:4][CH2:5][CH2:6][CH2:7][C@@H:2]3[NH2:1])[N:14]=2)=[CH:21][CH:20]=1. Procedure details: This compound was synthesised using the synthetic scheme described for the synthesis of compound 122, and using 4-(1,3,4-oxadiazol-2-yl)aniline in step 1. MS: 395.3 (M+H). Starting materials: O (water), C1(=CC=CC=C1)C (toluene), [OH-].[K+] (KOH), OC=1C=C(C(=O)O)C=C(C1)O[C@H](COC)C (3-hydroxy-5-[(1S)-2-methoxy-1-methylethoxy]benzoic acid). Run in C(CC)O (1-propanol). Conditions: temperature 67 celsius, time 3 hour. Product: [K+].OC=1C=C(C(=O)[O-])C=C(C1)O[C@H](COC)C (3-hydroxy-5-[(1S)-2-methoxy-1-methylethoxy]benzoic acid potassium salt), tri-hydrate. Isolated yield 93.0%. As a reaction SMILES: [OH-].[K+:2].[OH:3][C:4]1[CH:5]=[C:6]([CH:10]=[C:11]([O:13][C@@H:14]([CH3:18])[CH2:15][O:16][CH3:17])[CH:12]=1)[C:7]([OH:9])=[O:8].O.C1(C)C=CC=CC=1>C(O)CC>[K+:2].[OH:3][C:4]1[CH:5]=[C:6]([CH:10]=[C:11]([O:13][C@@H:14]([CH3:18])[CH2:15][O:16][CH3:17])[CH:12]=1)[C:7]([O-:9])=[O:8] |f:0.1,6.7|. Procedure: KOH liquor (1.04 eq. of 50.4 wt %) was added to a stirred, nitrogen sparged solution of 3-hydroxy-5-[(1S)-2-methoxy-1-methylethoxy]benzoic acid (1 eq.) in undried 1-propanol (4.87 vol.). At the end of the addition, water (0.33 vol.) and toluene (3.43 vol.) were separately added to the resulting slurry. The jacket temperature was raised to 67° C. before being subjected to the following cooling profile: 67° C. to 64° C. over 3 h, 64 to 57° C. over 3 h, 57 to 45° C. over 3 h, and 45 to 20° C. over ... Reactants: Cl (HCl), OC1=C(C(=O)C2=CC=CC=C2)C(=CC(=C1)O)O (2,4,6-trihydroxybenzophenone), BrCCCCCCCCCCCC (1-bromododecane), C([O-])([O-])=O.[K+].[K+] (potassium carbonate). Reagents/catalysts: [I-].[K+] (potassium iodide). The solvent is C1(=CC=CC=C1)C (toluene), CN(C(C)=O)C (N,N-dimethylacetamide). Run at temperature 110 celsius, time 7 hour. Product: OC1=C(C(=O)C2=CC=CC=C2)C(=CC(=C1)OCCCCCCCCCCCC)OCCCCCCCCCCCC (2-Hydroxy-4,6-didodecyloxybenzophenone). Yield: 72.3%. As a reaction SMILES: O[C:2]1[CH:15]=[C:14]([OH:16])[CH:13]=[C:12]([OH:17])[C:3]=1[C:4]([C:6]1[CH:11]=[CH:10][CH:9]=[CH:8][CH:7]=1)=[O:5].Br[CH2:19][CH2:20][CH2:21][CH2:22][CH2:23][CH2:24][CH2:25][CH2:26][CH2:27][CH2:28][CH2:29][CH3:30].[C:31](=[O:34])([O-])[O-].[K+].[K+].Cl>C1(C)C=CC=CC=1.CN(C)C(=O)C.[I-].[K+]>[OH:17][C:12]1[CH:13]=[C:14]([O:16][CH2:19][CH2:20][CH2:21][CH2:22][CH2:23][CH2:24][CH2:25][CH2:26][CH2:27][CH2:28][CH2:29][CH3:30])[CH:15]=[C:2]([O:34][CH2:31][CH2:11][CH2:10][CH2:9][CH2:8][CH2:7][CH2:6][CH2:4][CH2:3][CH2:2][CH2:15][CH3:14])[C:3]=1[C:4]([C:6]1[CH:11]=[CH:10][CH:9]=[CH:8][CH:7]=1)=[O:5] |f:2.3.4,8.9|. Procedure details: A mixture of 4.5 g (20 mmol) of 2,4,6-trihydroxybenzophenone, 9.8 g (40 mmol) of 1-bromododecane, 2.7 g (20 mmol) of potassium carbonate and 30 mg (0.2 mmol) of potassium iodide in 50 ml of toluene and 20 ml of N,N-dimethylacetamide is stirred at 110° C. for 7 h. The reaction mixture is cooled and then neutralized with 10% HCl. The organic solution is washed with water and then with saturated sodium chloride solution. The residue which remains after drying over MgSO4, filtering and concentrating... Starting materials: BrC1=C(C=CC=C1)Br (1,2-dibromobenzene), C(C)OC(=O)C=1C=C(C=CC1)B(O)O ((3-ethoxycarbonylphenyl)boronic acid), C([O-])([O-])=O.[K+].[K+] (potassium carbonate). The reagents and catalysts are C=1C=CC(=CC1)[P](C=2C=CC=CC2)(C=3C=CC=CC3)[Pd]([P](C=4C=CC=CC4)(C=5C=CC=CC5)C=6C=CC=CC6)([P](C=7C=CC=CC7)(C=8C=CC=CC8)C=9C=CC=CC9)[P](C=1C=CC=CC1)(C=1C=CC=CC1)C=1C=CC=CC1 (tetrakis(triphenylphosphine)palladium(0)). Solvent: C(C)(=O)OCC (ethyl acetate), O (water), C=1(C(=CC=CC1)CCO)C (toluene-ethanol). Yields the product C(C)OC(=O)C=1C=C(C=CC1)C1=C(C=CC=C1)Br (2′-Bromo-biphenyl-3-carboxylic acid ethyl ester). Isolated yield 67.8%. RXN SMILES: Br[C:2]1[CH:7]=[CH:6][CH:5]=[CH:4][C:3]=1[Br:8].[CH2:9]([O:11][C:12]([C:14]1[CH:15]=[C:16](B(O)O)[CH:17]=[CH:18][CH:19]=1)=[O:13])[CH3:10].C(=O)([O-])[O-].[K+].[K+]>C1(C)C(CCO)=CC=CC=1.C(OCC)(=O)C.O.C1C=CC([P]([Pd]([P](C2C=CC=CC=2)(C2C=CC=CC=2)C2C=CC=CC=2)([P](C2C=CC=CC=2)(C2C=CC=CC=2)C2C=CC=CC=2)[P](C2C=CC=CC=2)(C2C=CC=CC=2)C2C=CC=CC=2)(C2C=CC=CC=2)C2C=CC=CC=2)=CC=1>[CH2:9]([O:11][C:12]([C:14]1[CH:19]=[C:18]([C:2]2[CH:7]=[CH:6][CH:5]=[CH:4][C:3]=2[Br:8])[CH:17]=[CH:16][CH:15]=1)=[O:13])[CH3:10] |f:2.3.4,^1:49,51,70,89|. Procedure: A mixture of 1,2-dibromobenzene (0.63 ml, 5.2 mmol), (3-ethoxycarbonylphenyl)boronic acid (506 mg, 2.6 mmol), tetrakis(triphenylphosphine)palladium(0) (640 mg, 0.6 mmol) and potassium carbonate (2.879 g, 20.9 mmol) was heated in toluene-ethanol (1:1, 10 ml at 90° C. for 3 hours. Upon cooling, the mixture was diluted with ethyl acetate and water. The layers were separated and the aqueous phase was extracted with ethyl acetate. The combined extracts were dried (Na2SO4), filtered and concentrated. ...